This data is from the Open Reaction Database (ORD), a public repository of structured organic reaction records. The task is: describe an organic reaction: reactants, conditions, products, and yield Reactants: [Cl-], [Cl-], [Cl-], [Cl-], COc1c(F)cccc1C(C)(C)CC(O)(C=O)C(F)(F)F, Cn1ncc2c(N)cccc2c1=O, [Ti+4]. The product is COc1c(F)ccc2c1C(C)(C)CC(O)(C(F)(F)F)C2Nc1cccc2c(=O)n(C)ncc12. RXN SMILES: [Cl-:35].[Cl-:36].[Cl-:37].[Cl-:38].[F:1][c:2]1[c:3]([O:20][CH3:21])[c:4]([C:8]([CH2:9][C:10]([CH:11]=[O:12])([C:13]([F:14])([F:15])[F:16])[OH:17])([CH3:18])[CH3:19])[cH:5][cH:6][cH:7]1.[NH2:22][c:23]1[c:24]2[cH:25][n:26][n:27]([CH3:34])[c:28](=[O:33])[c:29]2[cH:30][cH:31][cH:32]1.[Ti+4:39]>>[F:1][c:2]1[c:3]([O:20][CH3:21])[c:4]2[c:5]([cH:6][cH:7]1)[CH:11]([NH:22][c:23]1[c:24]3[cH:25][n:26][n:27]([CH3:34])[c:28](=[O:33])[c:29]3[cH:30][cH:31][cH:32]1)[C:10]([C:13]([F:14])([F:15])[F:16])([OH:17])[CH2:9][C:8]2([CH3:18])[CH3:19].